From a dataset of the Open Reaction Database (ORD), a public repository of structured organic reaction records. describe an organic reaction: reactants, conditions, products, and yield The reactants are C(CCC)N (n-butylamine), C(C)(=O)C=1C(OC(=C(C1O)C(C)=O)O)=O (3,5-diacetyl-4,6-dihydroxy-2H-pyran-2-one). Reported procedure: Similarly, 1.8 g. (0.025 m.) of n-butylamine and 5.3 g. (0.025 m.) of 3,5-diacetyl-4,6-dihydroxy-2H-pyran-2-one are refluxed overnight in 50 ml. of benzene and the resulting solid filtered to give 5-acetyl-3-[1-(n-butylamino)ethylidene]-4-hydroxy-2H-pyran-2,6(3H)-dione, m.p. 112°-114° C. Product: C(C)(=O)C1=C(C(C(OC1=O)=O)=C(C)NCCCC)O (5-acetyl-3-[1-(n-butylamino)ethylidene]-4-hydroxy-2H-pyran-2,6(3H)-dione). RXN SMILES: [CH2:1]([NH2:5])[CH2:2][CH2:3][CH3:4].[C:6]([C:9]1[C:10](=[O:20])[O:11][C:12]([OH:19])=[C:13]([C:16](=[O:18])[CH3:17])[C:14]=1[OH:15])(=O)[CH3:7]>>[C:16]([C:13]1[C:12](=[O:19])[O:11][C:10](=[O:20])[C:9](=[C:6]([NH:5][CH2:1][CH2:2][CH2:3][CH3:4])[CH3:7])[C:14]=1[OH:15])(=[O:18])[CH3:17]. Starting materials: C(C)N(C(C1=C(C=C(C(=C1)N)F)Cl)=O)CC (N,N-diethyl-5-amino-2-chloro-4-fluorobenzamide), O=C(OC(Cl)(Cl)Cl)Cl (diphosgene). Solvent: C(C)(=O)OCC (ethyl acetate), C(C)(=O)OCC (ethyl acetate). Reaction conditions: time 30 minute. Product: C(C)N(C(C1=C(C=C(C(=C1)N=C=O)F)Cl)=O)CC (N,N-diethyl-2-chloro-4-fluoro-5-isocyanatobenzamide). Reaction SMILES: [CH2:1]([N:3]([CH2:15][CH3:16])[C:4](=[O:14])[C:5]1[CH:10]=[C:9]([NH2:11])[C:8]([F:12])=[CH:7][C:6]=1[Cl:13])[CH3:2].[O:17]=[C:18](Cl)OC(Cl)(Cl)Cl>C(OCC)(=O)C>[CH2:15]([N:3]([CH2:1][CH3:2])[C:4](=[O:14])[C:5]1[CH:10]=[C:9]([N:11]=[C:18]=[O:17])[C:8]([F:12])=[CH:7][C:6]=1[Cl:13])[CH3:16]. Procedure: 13.5 g of of N,N-diethyl-5-amino-2-chloro-4-fluorobenzamide in 150 ml of ethyl acetate are added dropwise while stirring within 30 minutes to a solution, heated to 70° C., of 6.7 ml of diphosgene in 50 ml of ethyl acetate. The reaction mixture is then heated at reflux temperature for 2 hours. Subsequently, the solvent is distilled off at normal pressure and the residue is distilled in a bulb-tube. There is obtained N,N-diethyl-2-chloro-4-fluoro-5-isocyanatobenzamide, b.p. 170° C./0.06 mmHg; nD 1... Reactants: ClCC(=O)Cl (Chloroacetyl chloride), FC1=CC(=CC=C1)F (1,3-difluorobenzene), [Cl-].[Al+3].[Cl-].[Cl-] (aluminum chloride). Yields the product ClCC(=O)C1=C(C=C(C=C1)F)F (2-Chloro-2',4'-difluoroacetophenone). The solvent is C(Cl)Cl (Methylene chloride). Conditions: time 5 hour. Procedure details: Chloroacetyl chloride (113 g, 1.0 mole) was added dropwise to a stirred mixture of 1,3-difluorobenzene (114 g, 1.0 mole) and anhydrous aluminum chloride (146.6 g, 1.1 mole) at room temperature (20° C.). The mixture was stirred for a further five hours at 50°-55° C. Methylene chloride (48.5 ml) was added slowly as the mixture was allowed to cool to room temperature. The methylene chloride layer was separated, washed with water (2×320 ml) and the solvent removed by distillation at reduced pressure... The yield is 94.5%. Reaction SMILES: [Cl:1][CH2:2][C:3](Cl)=[O:4].[F:6][C:7]1[CH:12]=[CH:11][CH:10]=[C:9]([F:13])[CH:8]=1.[Cl-].[Al+3].[Cl-].[Cl-]>C(Cl)Cl>[Cl:1][CH2:2][C:3]([C:10]1[CH:11]=[CH:12][C:7]([F:6])=[CH:8][C:9]=1[F:13])=[O:4] |f:2.3.4.5|. The reactants are N(=O)[O-].[Na+] (sodium nitrite), NC1=C(C(=O)OC)C=CC(=C1)Cl (methyl 2-amino-4-chlorobenzoate), S(O)(O)(=O)=O (sulfuric acid), C(C=C)(=O)OC (methyl acrylate), NS(=O)(=O)O (amidosulfonic acid). Reagents/catalysts: C/C(=C/C(=O)C)/[O-].C/C(=C/C(=O)C)/[O-].[Pd+2] (palladium acetylacetonate). Solvent: O (water), O (water). Conditions: temperature 40 celsius, time 30 minute. The product is ClC1=CC(=C(C(=O)OC)C=C1)C=CC(=O)OC (Methyl 4-Chloro-2-(3-methoxy-3-oxo-1-propenyl)-benzoate). As a reaction SMILES: N([O-])=O.[Na+].N[C:6]1[CH:15]=[C:14]([Cl:16])[CH:13]=[CH:12][C:7]=1[C:8]([O:10][CH3:11])=[O:9].S(=O)(=O)(O)O.NS(O)(=O)=O.[C:27]([O:31][CH3:32])(=[O:30])[CH:28]=[CH2:29]>O.C/C(/[O-])=C/C(C)=O.C/C(/[O-])=C/C(C)=O.[Pd+2]>[Cl:16][C:14]1[CH:13]=[CH:12][C:7]([C:8]([O:10][CH3:11])=[O:9])=[C:6]([CH:29]=[CH:28][C:27]([O:31][CH3:32])=[O:30])[CH:15]=1 |f:0.1,7.8.9|. Procedure details: At 2° C., a solution of 79.5 g of sodium nitrite in 150 ml of water is added to a mixture of 185.5 g of methyl 2-amino-4-chlorobenzoate, 785 ml of water and 190.5 ml of concentrated sulfuric acid. Subsequently, the mixture is stirred for 30 minutes, and 5.3 g of amidosulfonic acid are then added. The resulting reaction mixture is added dropwise to 108.2 g of methyl acrylate. 766 mg of palladium acetylacetonate are then added to the reaction mixture, which is then heated to 40° C. After a further... The reactants are OC1CN(OC1)C(=O)C1=C(SC=2N(C(N(C(C21)=O)C)=O)C(C)C)CC2=CNC1=NC=CC=C12 (5-[[4-Hydroxyisoxazolidin-2-yl]carbonyl]-3-methyl-1-(1-methylethyl)-6-(1H-pyrrolo[2,3-b]pyridin-3-ylmethyl)thieno[2,3-d]pyrimidine-2,4(1H,3H)-dione), C(C)(=O)Cl (acetyl chloride), CCOCC (Ether). Reagents/catalysts: [Ag]OC#N (Silver cyanate). Solvent: C1(=CC=CC=C1)C (toluene), C1(=CC=CC=C1)C (toluene). Conditions: time 30 minute. Yields the product CCCC(C)C.C(C)(=O)OCC (isohexane ethyl acetate), CC1=C(C2=C(N(C(NC2=O)=O)C(C)C)S1)C(=O)OC (1,2,3,4-tetrahydro-6-methyl-1-(isopropyl)-2,4-dioxo-thieno[2,3-d]pyrimidine-5-carboxylic acid, methyl ester). RXN SMILES: C(Cl)(=[O:3])C.OC1CON(C([C:13]2[C:21]3[C:20](=[O:22])[N:19](C)[C:18](=[O:24])[N:17]([CH:25]([CH3:27])[CH3:26])[C:16]=3[S:15][C:14]=2[CH2:28]C2C3C(=NC=CC=3)NC=2)=O)C1.[CH3:38][CH2:39][O:40][CH2:41][CH3:42]>C1(C)C=CC=CC=1.[Ag]OC#N>[CH3:28][CH2:14][CH2:13][CH:21]([CH3:20])[CH3:16].[C:39]([O:40][CH2:41][CH3:42])(=[O:3])[CH3:38].[CH3:13][C:14]1[S:15][C:16]2[N:17]([CH:25]([CH3:27])[CH3:26])[C:18](=[O:24])[NH:19][C:20](=[O:22])[C:21]=2[C:42]=1[C:41]([O:40][CH3:39])=[O:3] |f:5.6|. Procedure: Silver cyanate (13.5 g) suspended in anhydrous toluene (90 ml) under nitrogen was treated dropwise with acetyl chloride (5.34 ml) and stirred vigorously for 30 min. The product of example 8 step a) (23 g) dissolved in anhydrous toluene (15 ml) was added and the mixture was stirred for 72 h. Ether (360 ml) was added and the insoluble material was filtered off and washed with a small volume of ether. The combined organic solutions were washed with saturated sodium bicarbonate solution, dried and e... The reactants are NC1C(N(N(C(C2=C1C=CC=C2)=O)C(C)C)C)=O (5(R,S)-amino-2,3,4,5-tetrahydro-3-methyl-2-(1-methylethyl)-1H-2,3-benzodiazepin-1,4-dione), C(=O)(OC(C)(C)C)N[C@@H](C(C)C)C(=O)O (N-boc-(L)-valine), CN1CCOCC1 (N-methyl morpholine), ClC(=O)OC (methyl chloroformate). Solvent: ClCCl (dichloromethane), ClCCl (dichloromethane). Run at time 1 hour. The product is CN1N(C(C2=C(C(C1=O)NC([C@H](C(C)C)NC(=O)OC(C)(C)C)=O)C=CC=C2)=O)C(C)C (2,3,4,5-tetrahydro-3-methyl-5(R,S)-[[(2S)-2-[(1,1-dimethylethoxycarbonyl)amino]-3-methyl-1-oxobutyl]amino]-2-(1-methylethyl)-1H-2,3-benzodiazepin-1,4-dione). The yield is 83.1%. Reaction SMILES: [C:1]([NH:8][C@H:9]([C:13]([OH:15])=O)[CH:10]([CH3:12])[CH3:11])([O:3][C:4]([CH3:7])([CH3:6])[CH3:5])=[O:2].CN1CCOCC1.ClC(OC)=O.[NH2:28][CH:29]1[C:35]2[CH:36]=[CH:37][CH:38]=[CH:39][C:34]=2[C:33](=[O:40])[N:32]([CH:41]([CH3:43])[CH3:42])[N:31]([CH3:44])[C:30]1=[O:45]>ClCCl>[CH3:44][N:31]1[C:30](=[O:45])[CH:29]([NH:28][C:13](=[O:15])[C@@H:9]([NH:8][C:1]([O:3][C:4]([CH3:5])([CH3:6])[CH3:7])=[O:2])[CH:10]([CH3:11])[CH3:12])[C:35]2[CH:36]=[CH:37][CH:38]=[CH:39][C:34]=2[C:33](=[O:40])[N:32]1[CH:41]([CH3:43])[CH3:42]. Procedure: To a solution of N-boc-(L)-valine (IV, 1.04 g, 4.8 mmol) in dichloromethane (100 mL) was added the N-methyl morpholine (0.56 g, 5.6 mmol) and methyl chloroformate (0.37 mL, 4.8 mmol) at 0° C. The resulting solution was stirred for 10 minutes before the addition of a solution of 5(R,S)-amino-2,3,4,5-tetrahydro-3-methyl-2-(1-methylethyl)-1H-2,3-benzodiazepin-1,4-dione (IIIA, 1.0 g, 4.04 mmol) in dichloromethane (5 mL) and it was further stirred for another 1 h. The resulting mixture was washed wit... Reactants: [N-]=[N+]=[N-].[Na+] (sodium azide), ClC1CCC2=C(NC1=O)C=CC1=CC=CC=C12 (3-chloro-4-oxo-2,3,4,5-tetrahydro-1H- naphtho-[2,1-b]azepine), O (water). RXN SMILES: Cl[CH:2]1[C:8](=[O:9])[NH:7][C:6]2[CH:10]=[CH:11][C:12]3[C:17]([C:5]=2[CH2:4][CH2:3]1)=[CH:16][CH:15]=[CH:14][CH:13]=3.[N-:18]=[N+:19]=[N-:20].[Na+].O>CS(C)=O>[N:18]([CH:2]1[C:8](=[O:9])[NH:7][C:6]2[CH:10]=[CH:11][C:12]3[C:17]([C:5]=2[CH2:4][CH2:3]1)=[CH:16][CH:15]=[CH:14][CH:13]=3)=[N+:19]=[N-:20] |f:1.2|. Run at temperature 60 celsius. Reported procedure: To a suspension of 3-chloro-4-oxo-2,3,4,5-tetrahydro-1H- naphtho-[2,1-b]azepine (16.6 g, 67.6 mmol) in DMSO (80 ml) was added sodium azide (8.8 g, 135 mmol) and the suspension was heated at 60° C. for 5 h. The hot reaction mixture was poured into water (1 L). The precipitate was isolated by filtration and washed with water. After drying in vacuo 16.3 g of 3-azido-4-oxo-2,3,4,5-tetrahydro-1H-naphtho[2,1-b]azepine was obtained. Yields the product N(=[N+]=[N-])C1CCC2=C(NC1=O)C=CC1=CC=CC=C12 (3-Azido-4-oxo-2,3,4,5-tetrahydro-1H-naphtho[2,1-b]azepine). The solvent is CS(=O)C (DMSO). Starting materials: O=Cc1c(Br)c2ccccc2[nH]c1=O, [Li]C(C)(C)C, CC[SiH](CC)CC, COB(OC)OC. The product is O=Cc1cc2ccccc2[nH]c1=O. RXN SMILES: [Br:8][c:9]1[c:10]([CH:20]=[O:21])[c:11](=[O:19])[nH:12][c:13]2[cH:14][cH:15][cH:16][cH:17][c:18]12.[C:22]([Li:23])([CH3:24])([CH3:25])[CH3:26].[CH2:1]([SiH:2]([CH2:3][CH3:4])[CH2:5][CH3:6])[CH3:7].[CH3:27][O:28][B:29]([O:30][CH3:31])[O:32][CH3:33]>>[cH:9]1[c:10]([CH:20]=[O:21])[c:11](=[O:19])[nH:12][c:13]2[cH:14][cH:15][cH:16][cH:17][c:18]12. RXN SMILES: [C:29](=[O:30])([O-:31])[O-:32].[Cl:21][CH2:22][CH2:23][N:24]1[CH2:25][CH2:26][CH2:27][CH2:28]1.[ClH:20].[Cs+:33].[Cs+:34].[F:1][c:2]1[c:3]([O:18][CH3:19])[cH:4][cH:5][c:6]2[c:7]1[s:8][c:9](-[c:11]1[cH:12][cH:13][c:14]([OH:17])[cH:15][cH:16]1)[cH:10]2.[Na+:39].[O-:35][C:36]([OH:37])=[O:38].[O:40]=[CH:41][N:42]([CH3:43])[CH3:44]>>[F:1][c:2]1[c:3]([O:18][CH3:19])[cH:4][cH:5][c:6]2[c:7]1[s:8][c:9](-[c:11]1[cH:12][cH:13][c:14]([O:17][CH2:22][CH2:23][N:24]3[CH2:25][CH2:26][CH2:27][CH2:28]3)[cH:15][cH:16]1)[cH:10]2. The product is COc1ccc2cc(-c3ccc(OCCN4CCCC4)cc3)sc2c1F. Starting materials: O=C([O-])[O-], ClCCN1CCCC1, Cl, [Cs+], [Cs+], COc1ccc2cc(-c3ccc(O)cc3)sc2c1F, [Na+], O=C([O-])O, CN(C)C=O.